Dataset: the Open Reaction Database (ORD), a public repository of structured organic reaction records. Task: describe an organic reaction: reactants, conditions, products, and yield The yield is 65.0%. Reported procedure: To a solution of 4-tert-butoxycarbonyl-4H-furo[3,2-b]pyrrole-5-carboxylic acid methyl ester (100 mg, 0.38 mmol) in DCM (1 mL) was added a solution of TBAF in THF (1.0 M, 0.57 ml, 0.57 mmol) followed by the addition of NBS (87 mg, 0.49 mmol). The resulting mixture was stirred at rt overnight. The reaction mixture was diluted with DCM (10 mL), washed with 10 mL of water and then with 10 mL of brine and dried with Na2SO4. The solid was removed by filtration. The filtrate was concentrated by evapora... The solvent is C(Cl)Cl (DCM), C(Cl)Cl (DCM). Conditions: time 8 hour. The product is COC(=O)C1=CC2=C(N1C(=O)OC(C)(C)C)C=C(O2)Br (4-tert-butoxycarbonyl-2-bromo-4H-furo[3,2-b]pyrrole-5-carboxylic acid methyl ester). Reaction SMILES: [CH3:1][O:2][C:3]([C:5]1[N:9]([C:10]([O:12][C:13]([CH3:16])([CH3:15])[CH3:14])=[O:11])[C:8]2[CH:17]=[CH:18][O:19][C:7]=2[CH:6]=1)=[O:4].CCCC[N+](CCCC)(CCCC)CCCC.[F-].C1COCC1.C1C(=O)N([Br:50])C(=O)C1>C(Cl)Cl>[CH3:1][O:2][C:3]([C:5]1[N:9]([C:10]([O:12][C:13]([CH3:16])([CH3:14])[CH3:15])=[O:11])[C:8]2[CH:17]=[C:18]([Br:50])[O:19][C:7]=2[CH:6]=1)=[O:4] |f:1.2|. The reactants are COC(=O)C1=CC2=C(N1C(=O)OC(C)(C)C)C=CO2 (4-tert-butoxycarbonyl-4H-furo[3,2-b]pyrrole-5-carboxylic acid methyl ester), CCCC[N+](CCCC)(CCCC)CCCC.[F-] (TBAF), C1CCOC1 (THF), C1CC(=O)N(C1=O)Br (NBS). Starting materials: Brc1cccc(Br)c1, C1CCOC1, [Li]CCCC, CCOCC, [Na+], N#CC1(c2ccccc2)CCC(=O)CC1, O=S(=O)([O-])O. The product is N#CC1(c2ccccc2)CCC(O)(c2cccc(Br)c2)CC1. As a reaction SMILES: [Br:1][c:2]1[cH:3][cH:4][cH:5][c:6]([Br:7])[cH:8]1.[CH2:40]1[O:41][CH2:42][CH2:43][CH2:44]1.[CH2:9]([Li:10])[CH2:11][CH2:12][CH3:13].[CH3:35][CH2:36][O:37][CH2:38][CH3:39].[Na+:34].[O:14]=[C:15]1[CH2:16][CH2:17][C:18]([C:21]#[N:22])([c:23]2[cH:24][cH:25][cH:26][cH:27][cH:28]2)[CH2:19][CH2:20]1.[S:29]([O-:30])([OH:31])(=[O:32])=[O:33]>>[c:2]1([C:15]2([OH:14])[CH2:16][CH2:17][C:18]([C:21]#[N:22])([c:23]3[cH:24][cH:25][cH:26][cH:27][cH:28]3)[CH2:19][CH2:20]2)[cH:3][cH:4][cH:5][c:6]([Br:7])[cH:8]1. Yields the product C1(CCCCC1)C(C#C)=O (3-Cyclohexylprop-1-yn-3-one). Reactants: C#CC(CCCCC)O (oct-1-yn-3-ol), 3-oxo-1-alkynes, C#CC(CCCCC)=O (oct-1-yn-3-one), 3-hydroxy-1-alkynes. Reported procedure: In like manner, but replacing the 3-cyclohexylprop-1-yn-3-ol with oct-1-yn-3-ol, oct-1-yn-3-one was prepared. C. Similarly, but starting with other appropriate 3-hydroxy-1-alkynes, prepared as shown above, the following 3-oxo-1-alkynes are prepared: As a reaction SMILES: [CH:1]#[C:2][CH:3]([OH:9])[CH2:4][CH2:5][CH2:6][CH2:7][CH3:8].[CH:10]#CC(=O)CCCCC>>[CH:4]1([C:3](=[O:9])[C:2]#[CH:1])[CH2:10][CH2:8][CH2:7][CH2:6][CH2:5]1.